This data is from the Open Reaction Database (ORD), a public repository of structured organic reaction records. The task is: describe an organic reaction: reactants, conditions, products, and yield Reactants: C(=O)C=1N=CN(C1)C(=O)OC(C)(C)C (tert-butyl 4-formyl-1H-imidazole-1-carboxylate), CC(C)(C)[S@](=O)N ((S)-2-methylpropane-2-sulfinamide). Reagents/catalysts: [O-]S(=O)(=O)[O-].[Cu+2] (CuSO4). The solvent is ClCCCl (DCE). Conditions: temperature 65 celsius. Product: C(C)(C)(C)[S@](=O)\N=C\C=1N=CN(C1)C(=O)OC(C)(C)C ((S,E)-tert-butyl 4-(((tert-butylsulfinyl)imino)methyl)-1H-imidazole-1-carboxylate). The yield is 72.8%. Reaction SMILES: [CH:1]([C:3]1[N:4]=[CH:5][N:6]([C:8]([O:10][C:11]([CH3:14])([CH3:13])[CH3:12])=[O:9])[CH:7]=1)=O.[CH3:15][C:16]([S@@:19]([NH2:21])=[O:20])([CH3:18])[CH3:17]>ClCCCl.[O-]S([O-])(=O)=O.[Cu+2]>[C:16]([S@@:19](/[N:21]=[CH:1]/[C:3]1[N:4]=[CH:5][N:6]([C:8]([O:10][C:11]([CH3:14])([CH3:13])[CH3:12])=[O:9])[CH:7]=1)=[O:20])([CH3:18])([CH3:17])[CH3:15] |f:3.4|. Reported procedure: To CuSO4 (24.28 g, 152 mmol) and tert-butyl 4-formyl-1H-imidazole-1-carboxylate (19.9 g, 101 mmol) in DCE (100 mL) was added (S)-2-methylpropane-2-sulfinamide (13.52 g, 112 mmol). The reaction was heated to 65° C. for 18 hours. The reaction mixture was then cooled to room temperature and filtered through a pad of celite. The pad was rinsed with DCM (200 mL) and the filtrated was concentrated. The residue was then run through a pad of silica gel with heptane/EtOAc (3:1) as eluent. The filtrate wa...